Dataset: the Open Reaction Database (ORD), a public repository of structured organic reaction records. Task: describe an organic reaction: reactants, conditions, products, and yield The reactants are [C@@H]1(C[C@H](O)[C@@H](CO)O1)N1C(=O)NC(=O)C=C1 (2'-deoxyuridine), C1(=CC=CC=C1)C(C1=CC=CC=C1)(C1=CC=CC=C1)Cl (triphenylmethyl chloride), CN(C)C1=NC=CC=C1 (dimethylaminopyridine), N1C=NC=C1 (Imidazole), [Si](C)(C)(C(C)(C)C)Cl (t-butyldimethylsilyl chloride). The solvent is N1=CC=CC=C1 (pyridine). Reaction conditions: temperature 80 celsius, time 30 minute. Product: [Si](C)(C)(C(C)(C)C)O[C@H]1C[C@@H](O[C@@H]1CO)N1C(=O)NC(=O)C=C1 (3'-O-t-Butyldimethylsilyl-2'-deoxyuridine). Isolated yield 41.5%. RXN SMILES: [C@@H:1]1([N:9]2[CH:16]=[CH:15][C:13](=[O:14])[NH:12][C:10]2=[O:11])[O:8][C@H:5]([CH2:6][OH:7])[C@@H:3]([OH:4])[CH2:2]1.C1(C(Cl)(C2C=CC=CC=2)C2C=CC=CC=2)C=CC=CC=1.CN(C1C=CC=CN=1)C.N1C=CN=C1.[Si:51](Cl)([C:54]([CH3:57])([CH3:56])[CH3:55])([CH3:53])[CH3:52]>N1C=CC=CC=1>[Si:51]([O:4][C@@H:3]1[C@@H:5]([CH2:6][OH:7])[O:8][C@@H:1]([N:9]2[CH:16]=[CH:15][C:13](=[O:14])[NH:12][C:10]2=[O:11])[CH2:2]1)([C:54]([CH3:57])([CH3:56])[CH3:55])([CH3:53])[CH3:52]. Reported procedure: To a solution of 2'-deoxyuridine (5.00 g, 22 mmol) in pyridine (20 ml) was added triphenylmethyl chloride (6.72 g, 24 mmol) and dimethylaminopyridine (0.20 g, 1.6 mmol). The mixture was allowed to stir at 80° C. for 30 min. The pyridine was removed under reduced pressure and the residue dissolved in DMF (30 ml). Imidazole (3.59 g, 53 mmol) and t-butyldimethylsilyl chloride (3.92 g, 26 mmol) were added, and the mixture was allowed to stir overnight at room temperature. The DMF was removed under r... Reactants: CC1=CC(=NO1)N1C(C(=CC2=CC=CN=C12)C(=O)OCC)=O (ethyl 1-(5-methyl-3-isoxazolyl)-2-oxo-1,2-dihydro-1,8-naphthyridine-3-carboxylate), Cl (hydrochloric acid). Run in C(C)(=O)O (acetic acid). Reaction conditions: temperature 60 celsius, time 5 hour. Product: CC1=CC(=NO1)N1C(C(=CC2=CC=CN=C12)C(=O)O)=O (1-(5-methyl-3-isoxazolyl)-2-oxo-1,2-dihydro-1,8-naphthyridine-3-carboxylic acid), crystals. Isolated yield 104.5%. Reaction SMILES: [CH3:1][C:2]1[O:6][N:5]=[C:4]([N:7]2[C:16]3[C:11](=[CH:12][CH:13]=[CH:14][N:15]=3)[CH:10]=[C:9]([C:17]([O:19]CC)=[O:18])[C:8]2=[O:22])[CH:3]=1.Cl>C(O)(=O)C>[CH3:1][C:2]1[O:6][N:5]=[C:4]([N:7]2[C:16]3[C:11](=[CH:12][CH:13]=[CH:14][N:15]=3)[CH:10]=[C:9]([C:17]([OH:19])=[O:18])[C:8]2=[O:22])[CH:3]=1. Procedure details: 1.8 g (6.0 mmol) of ethyl 1-(5-methyl-3-isoxazolyl)-2-oxo-1,2-dihydro-1,8-naphthyridine-3-carboxylate was dissolved in acetic acid (50 mL), and 6 N hydrochloric acid (10 mL) was added to this solution at room temperature. The resulting mixture was stirred for 5 hours at 60° C. The solvent was distilled off from the reaction mixture, and the residue was dissolved in toluene. The solvent was distilled off under reduced pressure, and thus 1.7 g of the title compound was obtained as colorless crysta... The reactants are COC(=O)C(N)C(C)(C)C, O=C(O)c1ccc(C2CC2)c(OCC2CC2)n1, Cl. The product is COC(=O)C(NC(=O)c1ccc(C2CC2)c(OCC2CC2)n1)C(C)(C)C. Reaction SMILES: [CH3:19][O:20][C:21]([CH:22]([NH2:23])[C:24]([CH3:25])([CH3:26])[CH3:27])=[O:28].[CH:1]1([c:4]2[cH:5][cH:6][c:7]([C:15](=[O:16])[OH:17])[n:8][c:9]2[O:10][CH2:11][CH:12]2[CH2:13][CH2:14]2)[CH2:2][CH2:3]1.[ClH:18]>>[CH:1]1([c:4]2[cH:5][cH:6][c:7]([C:15](=[O:17])[NH:23][CH:22]([C:21]([O:20][CH3:19])=[O:28])[C:24]([CH3:25])([CH3:26])[CH3:27])[n:8][c:9]2[O:10][CH2:11][CH:12]2[CH2:13][CH2:14]2)[CH2:2][CH2:3]1. Reactants: CCCCCCN=C=NCCCCCC, ClCCl, CCCCCCCCCCC(=O)O, CC(C)c1nc(CCO)n(C)c1Sc1cc(Cl)cc(Cl)c1. Product: CCCCCCCCCCC(=O)OCCc1nc(C(C)C)c(Sc2cc(Cl)cc(Cl)c2)n1C. As a reaction SMILES: [CH2:35]([N:36]=[C:37]=[N:38][CH2:39][CH2:40][CH2:41][CH2:42][CH2:43][CH3:44])[CH2:45][CH2:46][CH2:47][CH2:48][CH3:49].[CH2:50]([Cl:51])[Cl:52].[CH3:22][CH2:23][CH2:24][CH2:25][CH2:26][CH2:27][CH2:28][CH2:29][CH2:30][CH2:31][C:32]([OH:33])=[O:34].[Cl:1][c:2]1[cH:3][c:4]([S:9][c:10]2[c:11]([CH:19]([CH3:20])[CH3:21])[n:12][c:13]([CH2:16][CH2:17][OH:18])[n:14]2[CH3:15])[cH:5][c:6]([Cl:8])[cH:7]1>>[Cl:1][c:2]1[cH:3][c:4]([S:9][c:10]2[c:11]([CH:19]([CH3:20])[CH3:21])[n:12][c:13]([CH2:16][CH2:17][O:18][C:32]([CH2:31][CH2:30][CH2:29][CH2:28][CH2:27][CH2:26][CH2:25][CH2:24][CH2:23][CH3:22])=[O:33])[n:14]2[CH3:15])[cH:5][c:6]([Cl:8])[cH:7]1. Reactants: BrCCCBr (1,3-dibromopropane), CS(=O)C (DMSO), ClC=1C=C(C=CC1)CC#N ((3-chlorophenyl)acetonitrile), Nail/oil, O (water). The solvent is CC(C)O (2-propanol), CCOCC (Et2O). Conditions: time 15 minute. Product: ClC=1C=C(C=CC1)C1(CCC1)C#N (1-(3-chlorophenyl)cyclobutane carbonitrile). The yield is 50.9%. Reaction SMILES: CS(C)=O.O.[Cl:6][C:7]1[CH:8]=[C:9]([CH2:13][C:14]#[N:15])[CH:10]=[CH:11][CH:12]=1.Br[CH2:17][CH2:18][CH2:19]Br>CCOCC.CC(O)C>[Cl:6][C:7]1[CH:8]=[C:9]([C:13]2([C:14]#[N:15])[CH2:19][CH2:18][CH2:17]2)[CH:10]=[CH:11][CH:12]=1. Procedure: According to the procedure of Butler and Pollatz (Butler, D. E. and J. C. Pollatz, J. Org. Chem. 36:1308 (1971), a reaction flask fitted with a mechanical stirrer, pressure equalizing addition funnel and thermometer was charged, under nitrogen, with 162 ml of DMSO; 17.62 g (0.44 mol) of 60% Nail/oil dispersion was added in portions over 5 minutes. A 20° C. water bath was applied while a solution of 24.5 g (0.162 mol) of (3-chlorophenyl)acetonitrile and 35.9 g (0.195 mol) of 1,3-dibromopropane in... Starting materials: ClC[C@H](CO)C ((2S)-3-chloro-2-methyl-1-propanol), CC(C(=O)NC1=CC(=CC=C1)C1CCNCC1)C (2-methyl-N-[3-(4-piperidinyl)phenyl]propanamide). The product is OC[C@@H](CN1CCC(CC1)C=1C=C(C=CC1)NC(C(C)C)=O)C (N-(3-{1-[(2R)-3-HYDROXY-2-METHYLPROPYL]-4-PIPERIDINYL}PHENYL)-2-METHYLPROPANAMIDE). As a reaction SMILES: Cl[CH2:2][C@@H:3]([CH3:6])[CH2:4][OH:5].[CH3:7][CH:8]([CH3:24])[C:9]([NH:11][C:12]1[CH:17]=[CH:16][CH:15]=[C:14]([CH:18]2[CH2:23][CH2:22][NH:21][CH2:20][CH2:19]2)[CH:13]=1)=[O:10]>>[OH:5][CH2:4][C@H:3]([CH3:6])[CH2:2][N:21]1[CH2:22][CH2:23][CH:18]([C:14]2[CH:13]=[C:12]([NH:11][C:9](=[O:10])[CH:8]([CH3:7])[CH3:24])[CH:17]=[CH:16][CH:15]=2)[CH2:19][CH2:20]1. Reported procedure: Prepared by Procedure G and Scheme B1 using (2S)-3-chloro-2-methyl-1-propanol and 2-methyl-N-[3-(4-piperidinyl)phenyl]propanamide: ESMS m/e: 319.2 (M+H)+.